From a dataset of the Open Reaction Database (ORD), a public repository of structured organic reaction records. describe an organic reaction: reactants, conditions, products, and yield Reactants: Fc1ccc(Br)cc1, CC(C)(C)[O-], Cc1ccccc1, CC1CNCCN1, [Na+], CC(=O)[O-], CC(=O)[O-], [Pd+2], c1ccc(P(c2ccccc2)c2ccc3ccccc3c2-c2c(P(c3ccccc3)c3ccccc3)ccc3ccccc23)cc1. Product: CC1CN(c2ccc(F)cc2)CCN1. As a reaction SMILES: [Br:1][c:2]1[cH:3][cH:4][c:5]([F:8])[cH:6][cH:7]1.[CH3:16][C:17]([CH3:18])([O-:19])[CH3:20].[CH3:68][c:69]1[cH:70][cH:71][cH:72][cH:73][cH:74]1.[CH3:9][CH:10]1[NH:11][CH2:12][CH2:13][NH:14][CH2:15]1.[Na+:21].[O-:76][C:77]([CH3:78])=[O:79].[O-:80][C:81]([CH3:82])=[O:83].[Pd+2:75].[cH:22]1[cH:23][cH:24][c:25]([P:26]([c:27]2[cH:28][cH:29][c:30]3[c:31]([cH:32][cH:33][cH:34][cH:35]3)[c:36]2-[c:37]2[c:38]3[c:39]([cH:40][cH:41][cH:42][cH:43]3)[cH:44][cH:45][c:46]2[P:47]([c:48]2[cH:49][cH:50][cH:51][cH:52][cH:53]2)[c:54]2[cH:55][cH:56][cH:57][cH:58][cH:59]2)[c:60]2[cH:61][cH:62][cH:63][cH:64][cH:65]2)[cH:66][cH:67]1>>[c:2]1([N:14]2[CH2:13][CH2:12][NH:11][CH:10]([CH3:9])[CH2:15]2)[cH:3][cH:4][c:5]([F:8])[cH:6][cH:7]1. Reactants: CC1(C)C(C(=O)c2cn(CC3CCOCC3)c3ccc(Br)cc23)C1(C)C, O=C([O-])[O-], CCCc1cccc(CCC)c1-n1cc[n+](-c2c(CCC)cccc2CCC)c1, Cc1ccccc1, [Cl-], [Na+], [Na+], O=C(C=Cc1ccccc1)C=Cc1ccccc1, O=C(C=Cc1ccccc1)C=Cc1ccccc1, O=C(C=Cc1ccccc1)C=Cc1ccccc1, OB(O)c1ccccc1, [Pd], [Pd]. Product: CC1(C)C(C(=O)c2cn(CC3CCOCC3)c3ccc(-c4ccccc4)cc23)C1(C)C. Reaction SMILES: [Br:1][c:2]1[cH:3][c:4]2[c:5]([C:18](=[O:19])[CH:20]3[C:21]([CH3:25])([CH3:26])[C:22]3([CH3:23])[CH3:24])[cH:6][n:7]([CH2:11][CH:12]3[CH2:13][CH2:14][O:15][CH2:16][CH2:17]3)[c:8]2[cH:9][cH:10]1.[C:66](=[O:67])([O-:68])[O-:69].[CH2:37]([c:38]1[cH:39][cH:40][cH:41][c:42]([CH2:43][CH2:44][CH3:45])[c:46]1-[n+:47]1[cH:48][cH:49][n:50](-[c:51]2[c:52]([CH2:53][CH2:54][CH3:55])[cH:56][cH:57][cH:58][c:59]2[CH2:60][CH2:61][CH3:62])[cH:63]1)[CH2:64][CH3:65].[CH3:72][c:73]1[cH:74][cH:75][cH:76][cH:77][cH:78]1.[Cl-:36].[Na+:70].[Na+:71].[O:117]=[C:118]([CH:119]=[CH:120][c:121]1[cH:122][cH:123][cH:124][cH:125][cH:126]1)[CH:127]=[CH:128][c:129]1[cH:130][cH:131][cH:132][cH:133][cH:134]1.[O:81]=[C:82]([CH:83]=[CH:84][c:85]1[cH:86][cH:87][cH:88][cH:89][cH:90]1)[CH:91]=[CH:92][c:93]1[cH:94][cH:95][cH:96][cH:97][cH:98]1.[O:99]=[C:100]([CH:101]=[CH:102][c:103]1[cH:104][cH:105][cH:106][cH:107][cH:108]1)[CH:109]=[CH:110][c:111]1[cH:112][cH:113][cH:114][cH:115][cH:116]1.[OH:27][B:28]([OH:29])[c:30]1[cH:31][cH:32][cH:33][cH:34][cH:35]1.[Pd:79].[Pd:80]>>[c:2]1(-[c:30]2[cH:31][cH:32][cH:33][cH:34][cH:35]2)[cH:3][c:4]2[c:5]([C:18](=[O:19])[CH:20]3[C:21]([CH3:25])([CH3:26])[C:22]3([CH3:23])[CH3:24])[cH:6][n:7]([CH2:11][CH:12]3[CH2:13][CH2:14][O:15][CH2:16][CH2:17]3)[c:8]2[cH:9][cH:10]1.